This data is from the Open Reaction Database (ORD), a public repository of structured organic reaction records. The task is: describe an organic reaction: reactants, conditions, products, and yield Reactants: COc1ccc(-c2nc(Sc3ccc(C)cc3)[nH]c2-c2ccc(OC)cc2)cc1, ClCCl, O=C(OO)c1cccc(Cl)c1. The product is COc1ccc(-c2nc(S(=O)c3ccc(C)cc3)[nH]c2-c2ccc(OC)cc2)cc1. Reaction SMILES: [CH3:12][O:13][c:14]1[cH:15][cH:16][c:17](-[c:20]2[n:21][c:22]([S:33][c:34]3[cH:35][cH:36][c:37]([CH3:40])[cH:38][cH:39]3)[nH:23][c:24]2-[c:25]2[cH:26][cH:27][c:28]([O:31][CH3:32])[cH:29][cH:30]2)[cH:18][cH:19]1.[Cl:41][CH2:42][Cl:43].[OH:1][O:2][C:3]([c:4]1[cH:5][c:6]([Cl:7])[cH:8][cH:9][cH:10]1)=[O:11]>>[O:1]=[S:33]([c:22]1[nH:21][c:20](-[c:17]2[cH:16][cH:15][c:14]([O:13][CH3:12])[cH:19][cH:18]2)[c:24](-[c:25]2[cH:26][cH:27][c:28]([O:31][CH3:32])[cH:29][cH:30]2)[n:23]1)[c:34]1[cH:35][cH:36][c:37]([CH3:40])[cH:38][cH:39]1.